This data is from the Open Reaction Database (ORD), a public repository of structured organic reaction records. The task is: describe an organic reaction: reactants, conditions, products, and yield The reactants are CCOC(C)=O, c1ccc2c(C3CC3)cccc2c1, O=N[O-], [Na+], O. Yields the product O=[N+]([O-])c1ccc(C2CC2)c2ccccc12. As a reaction SMILES: [CH3:19][CH2:20][O:21][C:22](=[O:23])[CH3:24].[CH:5]1([c:8]2[cH:9][cH:10][cH:11][c:12]3[cH:13][cH:14][cH:15][cH:16][c:17]23)[CH2:6][CH2:7]1.[N:1](=[O:2])[O-:3].[Na+:4].[OH2:18]>>[N+:1](=[O:2])([O-:3])[c:11]1[cH:10][cH:9][c:8]([CH:5]2[CH2:6][CH2:7]2)[c:17]2[c:12]1[cH:13][cH:14][cH:15][cH:16]2.